Dataset: the Open Reaction Database (ORD), a public repository of structured organic reaction records. Task: describe an organic reaction: reactants, conditions, products, and yield The reactants are C1CCOC1, CCOC(=O)C1CC2(CN(C(=O)OC(C)(C)C)C2)CN1C(=O)C(NC(=O)OC)C(C)C, CO, Cl, [Li+], [OH-], O, O. The product is COC(=O)NC(C(=O)N1CC2(CC1C(=O)O)CN(C(=O)OC(C)(C)C)C2)C(C)C. RXN SMILES: [CH2:36]1[O:37][CH2:38][CH2:39][CH2:40]1.[CH3:1][O:2][C:3](=[O:4])[NH:5][CH:6]([CH:7]([CH3:8])[CH3:9])[C:10](=[O:11])[N:12]1[CH2:13][C:14]2([CH2:15][N:16]([C:18](=[O:19])[O:20][C:21]([CH3:22])([CH3:23])[CH3:24])[CH2:17]2)[CH2:25][CH:26]1[C:27](=[O:28])[O:29][CH2:30][CH3:31].[CH3:42][OH:43].[ClH:35].[Li+:34].[OH-:33].[OH2:32].[OH2:41]>>[CH3:1][O:2][C:3](=[O:4])[NH:5][CH:6]([CH:7]([CH3:8])[CH3:9])[C:10](=[O:11])[N:12]1[CH2:13][C:14]2([CH2:15][N:16]([C:18](=[O:19])[O:20][C:21]([CH3:22])([CH3:23])[CH3:24])[CH2:17]2)[CH2:25][CH:26]1[C:27](=[O:28])[OH:29]. Starting materials: CC(C)(C)OC(=O)NC1CCN(CCOS(C)(=O)=O)CC1, COc1ccc2ccc(=O)n(CCN3CCC(NC(=O)OC(C)(C)C)CC3)c2c1, CCOCC, O=c1cnc2cc(F)cc(F)c2[nH]1, O=c1cnc2c(F)cc(F)cc2[nH]1, [H-], [Na+]. The product is CC(C)(C)OC(=O)NC1CCN(CCn2c(=O)cnc3c(F)cc(F)cc32)CC1. As a reaction SMILES: [CH3:29][S:30]([O:31][CH2:34][CH2:35][N:36]1[CH2:37][CH2:38][CH:39]([NH:42][C:43](=[O:44])[O:45][C:46]([CH3:47])([CH3:48])[CH3:49])[CH2:40][CH2:41]1)(=[O:32])=[O:33].[CH3:50][O:51][c:52]1[cH:53][c:54]2[c:55]([cH:56][cH:57][c:58](=[O:59])[n:60]2[CH2:61][CH2:62][N:63]2[CH2:64][CH2:65][CH:66]([NH:67][C:68](=[O:69])[O:70][C:71]([CH3:72])([CH3:73])[CH3:74])[CH2:75][CH2:76]2)[cH:77][cH:78]1.[CH3:79][CH2:80][O:81][CH2:82][CH3:83].[F:14][c:15]1[cH:16][c:17]2[c:18]([c:19]([F:20])[cH:21]1)[nH:22][c:23](=[O:24])[cH:25][n:26]2.[F:1][c:2]1[c:3]2[n:4][cH:5][c:6](=[O:13])[nH:7][c:8]2[cH:9][c:10]([F:12])[cH:11]1.[H-:27].[Na+:28]>>[F:1][c:2]1[c:3]2[n:4][cH:5][c:6](=[O:13])[n:7]([CH2:34][CH2:35][N:36]3[CH2:37][CH2:38][CH:39]([NH:42][C:43](=[O:44])[O:45][C:46]([CH3:47])([CH3:48])[CH3:49])[CH2:40][CH2:41]3)[c:8]2[cH:9][c:10]([F:12])[cH:11]1. The reactants are CC(C)O (propan-2-ol), C1CN2CC1C(C2)C3=NC(=NO3)N (oxadiazole), FC(C(=O)O)(F)F (trifluoroacetic acid), hydrogen oxalate salt, O=C(O)C(O)=O (C2H2O4). The solvent is ClCCl.CO (dichloromethane methanol), ClCCl (dichloromethane). The product is C(C(=O)O)(=O)O.C(C#C)N(C1=NOC(=N1)C=1CNCCC1)CC#C (3-(3-Dipropargylamino-1,2,4-oxadiazol-5-yl)-1,2,5,6-tetrahydropyridine Hydrogen Oxalate). As a reaction SMILES: [CH2:1]1[CH:5]2[CH:6]([C:8]3[O:12][N:11]=[C:10]([NH2:13])[N:9]=3)[CH2:7][N:3](C2)[CH2:2]1.F[C:15](F)(F)[C:16](O)=O.[CH3:21][CH:22](O)[CH3:23].[O:25]=[C:26]([C:28](=[O:30])[OH:29])[OH:27]>ClCCl.ClCCl.CO>[C:28]([OH:30])(=[O:29])[C:26]([OH:27])=[O:25].[CH2:21]([N:13]([CH2:26][C:15]#[CH:16])[C:10]1[N:9]=[C:8]([C:6]2[CH2:7][NH:3][CH2:2][CH2:1][CH:5]=2)[O:12][N:11]=1)[C:22]#[CH:23] |f:5.6,7.8|. Reported procedure: The foregoing oxadiazole (135 mg, 0.00039 mol) was stirred with trifluoroacetic acid (0.18 mL, 0.0024 mol) in dichloromethane (6 mL) for 24 hours. The hydrogen oxalate salt had mp 134°-135° C. (propan-2-ol). Rf=0.78 in dichloromethane/methanol (9:1) on alumina plates. Mass Spectrum, m/z 242 for M+ of free base. (Found: C, 53.87; H, 4.90; N, 16.52. C13H14N4O. C2H2O4 requires C, 54.21; H, 4.85; N, 16.86%). Starting materials: CN1C(=O)CCC2(C)C1=CCC1C2CCC2(C)C(C(=O)O)CCC12, NC(Cc1ccccc1)c1ccccc1. Yields the product CN1C(=O)CCC2(C)C1=CCC1C2CCC2(C)C(C(=O)NC(Cc3ccccc3)c3ccccc3)CCC12. Reaction SMILES: [CH3:1][N:2]1[C:3]2=[CH:4][CH2:5][CH:6]3[CH:7]4[CH2:8][CH2:9][CH:10]([C:22](=[O:23])[OH:24])[C:11]4([CH3:12])[CH2:13][CH2:14][CH:15]3[C:16]2([CH3:21])[CH2:17][CH2:18][C:19]1=[O:20].[c:25]1([CH:31]([CH2:32][c:33]2[cH:34][cH:35][cH:36][cH:37][cH:38]2)[NH2:39])[cH:26][cH:27][cH:28][cH:29][cH:30]1>>[CH3:1][N:2]1[C:3]2=[CH:4][CH2:5][CH:6]3[CH:7]4[CH2:8][CH2:9][CH:10]([C:22](=[O:24])[NH:39][CH:31]([c:25]5[cH:26][cH:27][cH:28][cH:29][cH:30]5)[CH2:32][c:33]5[cH:34][cH:35][cH:36][cH:37][cH:38]5)[C:11]4([CH3:12])[CH2:13][CH2:14][CH:15]3[C:16]2([CH3:21])[CH2:17][CH2:18][C:19]1=[O:20].